This data is from the Open Reaction Database (ORD), a public repository of structured organic reaction records. The task is: describe an organic reaction: reactants, conditions, products, and yield Starting materials: C1CCOC1, COC(=O)c1ccc(S(=O)(=O)n2cc(C(C)C)c3ccccc32)cc1, [Na+], [Na+], O=C([O-])O, [OH-]. The product is CC(C)c1cn(S(=O)(=O)c2ccc(C(=O)O)cc2)c2ccccc12. RXN SMILES: [CH2:28]1[O:29][CH2:30][CH2:31][CH2:32]1.[CH3:3][O:4][C:5]([c:6]1[cH:7][cH:8][c:9]([S:12](=[O:13])(=[O:14])[n:15]2[cH:16][c:17]([CH:24]([CH3:25])[CH3:26])[c:18]3[cH:19][cH:20][cH:21][cH:22][c:23]23)[cH:10][cH:11]1)=[O:27].[Na+:2].[Na+:37].[O-:33][C:34]([OH:35])=[O:36].[OH-:1]>>[O:4]=[C:5]([c:6]1[cH:7][cH:8][c:9]([S:12](=[O:13])(=[O:14])[n:15]2[cH:16][c:17]([CH:24]([CH3:25])[CH3:26])[c:18]3[cH:19][cH:20][cH:21][cH:22][c:23]23)[cH:10][cH:11]1)[OH:27].